Dataset: the Open Reaction Database (ORD), a public repository of structured organic reaction records. Task: describe an organic reaction: reactants, conditions, products, and yield Reactants: O=[N+]([O-])O, O=S(=O)(O)O, O=C(c1ccccc1Nc1ccncc1)N1CCCCC1. The product is O=C(c1cc([N+](=O)[O-])ccc1Nc1ccncc1)N1CCCCC1. Reaction SMILES: [OH:22][N+:23]([O-:24])=[O:25].[S:26](=[O:27])(=[O:28])([OH:29])[OH:30].[n:1]1[cH:2][cH:3][c:4]([NH:7][c:8]2[c:9]([C:10](=[O:11])[N:12]3[CH2:13][CH2:14][CH2:15][CH2:16][CH2:17]3)[cH:18][cH:19][cH:20][cH:21]2)[cH:5][cH:6]1>>[n:1]1[cH:2][cH:3][c:4]([NH:7][c:8]2[c:9]([C:10](=[O:11])[N:12]3[CH2:13][CH2:14][CH2:15][CH2:16][CH2:17]3)[cH:18][c:19]([N+:23](=[O:22])[O-:24])[cH:20][cH:21]2)[cH:5][cH:6]1. Product: ClC=1C=C2\C(\C(N(C2=CC1)CCN(C(C)C)C(C)C)=O)=N/NC(=O)N ((E)-5-chloro-1-(2-diisopropylaminoethyl)isatin 3-semicarbazone). Reactants: ClC=1C=C2C(C(N(C2=CC1)CCN(C(C)C)C(C)C)=O)=O (5-chloro-1-(2-diisopropylaminoethyl)isatin), Cl.NNC(=O)N (semicarbazide hydrochloride). Reported procedure: By using 5-chloro-1-(2-diisopropylaminoethyl)isatin and semicarbazide hydrochloride, a method analogous to that described in Example 4 was carried out to obtain (E)-5-chloro-1-(2-diisopropylaminoethyl)isatin 3-semicarbazone having a melting point of 154°-155° C. (yield: 49.4%, recrystallizing solvent: chloroform-hexane). Reaction SMILES: [Cl:1][C:2]1[CH:3]=[C:4]2[C:8](=[CH:9][CH:10]=1)[N:7]([CH2:11][CH2:12][N:13]([CH:17]([CH3:19])[CH3:18])[CH:14]([CH3:16])[CH3:15])[C:6](=[O:20])[C:5]2=O.Cl.[NH2:23][NH:24][C:25]([NH2:27])=[O:26]>>[Cl:1][C:2]1[CH:3]=[C:4]2[C:8](=[CH:9][CH:10]=1)[N:7]([CH2:11][CH2:12][N:13]([CH:17]([CH3:19])[CH3:18])[CH:14]([CH3:16])[CH3:15])[C:6](=[O:20])/[C:5]/2=[N:23]/[NH:24][C:25]([NH2:27])=[O:26] |f:1.2|. The yield is 49.4%.